This data is from the Open Reaction Database (ORD), a public repository of structured organic reaction records. The task is: describe an organic reaction: reactants, conditions, products, and yield Solvent: C(C)(=O)OCC (ethyl acetate). Isolated yield 102.9%. The reagents and catalysts are [Pd] (palladium on activated charcoal). Reactants: C(CCCCC)N(C1=CC=C(C=C1)[N+](=O)[O-])CCCCCC (N,N-di-n-hexyl-N-(4-nitrophenyl)amine). Procedure: A solution of 25.0 grams of N,N-di-n-hexyl-N-(4-nitrophenyl)amine in 100 ml of ethyl acetate containing 3.02 grams of 10% palladium on activated charcoal was hydrogenated at 40 psi for 1.5 hours. The solution was filtered and concentrated in vacuo to yield 23.2 grams of product as a colorless oil. 1H NMR (CDCl3) δ 6.4(AB quartet, 4H), 3.3(bs, 2H), 3.15(t, 4H), 1.5(pent, 4H), 1.2-1.4(m, 12H), 0.9(t, 6H). RXN SMILES: [CH2:1]([N:7]([CH2:17][CH2:18][CH2:19][CH2:20][CH2:21][CH3:22])[C:8]1[CH:13]=[CH:12][C:11]([N+:14]([O-])=O)=[CH:10][CH:9]=1)[CH2:2][CH2:3][CH2:4][CH2:5][CH3:6]>C(OCC)(=O)C.[Pd]>[CH2:17]([N:7]([CH2:1][CH2:2][CH2:3][CH2:4][CH2:5][CH3:6])[C:8]1[CH:13]=[CH:12][C:11]([NH2:14])=[CH:10][CH:9]=1)[CH2:18][CH2:19][CH2:20][CH2:21][CH3:22]. Yields the product C(CCCCC)N(C1=CC=C(C=C1)N)CCCCCC (N,N-di-n-hexylbenzene-1,4-diamine). Reactants: O=C([O-])[O-], COC(=O)c1cc(O)ccc1O, C[Si](C)(C)CCCCl, [K+], [K+], CN(C)C=O, O. The product is COC(=O)c1cc(OCCC[Si](C)(C)C)ccc1O. As a reaction SMILES: [C:13](=[O:14])([O-:15])[O-:16].[C:1]([c:2]1[c:3]([OH:4])[cH:5][cH:6][c:7]([OH:8])[cH:9]1)(=[O:10])[O:11][CH3:12].[Cl:19][CH2:20][CH2:21][CH2:22][Si:23]([CH3:24])([CH3:25])[CH3:26].[K+:17].[K+:18].[O:28]=[CH:29][N:30]([CH3:31])[CH3:32].[OH2:27]>>[C:1]([c:2]1[c:3]([OH:4])[cH:5][cH:6][c:7]([O:8][CH2:20][CH2:21][CH2:22][Si:23]([CH3:24])([CH3:25])[CH3:26])[cH:9]1)(=[O:10])[O:11][CH3:12]. Starting materials: CCO, Cc1cc(-c2ccnn2C)c2cccc(OCc3c(Cl)cncc3CCl)c2n1, N. The product is Cc1cc(-c2ccnn2C)c2cccc(OCc3c(Cl)cncc3CN)c2n1. Reaction SMILES: [CH3:30][CH2:31][OH:32].[Cl:1][c:2]1[cH:3][n:4][cH:5][c:6]([CH2:27][Cl:28])[c:7]1[CH2:8][O:9][c:10]1[cH:11][cH:12][cH:13][c:14]2[c:15](-[c:21]3[n:22]([CH3:26])[n:23][cH:24][cH:25]3)[cH:16][c:17]([CH3:20])[n:18][c:19]12.[NH3:29]>>[Cl:1][c:2]1[cH:3][n:4][cH:5][c:6]([CH2:27][NH2:29])[c:7]1[CH2:8][O:9][c:10]1[cH:11][cH:12][cH:13][c:14]2[c:15](-[c:21]3[n:22]([CH3:26])[n:23][cH:24][cH:25]3)[cH:16][c:17]([CH3:20])[n:18][c:19]12. Reactants: OC1=C(C(=O)OC)C=CC(=C1)O (methyl 2,4-dihydroxybenzoate), BrCCOC (1-bromo-2-methoxyethane), C([O-])([O-])=O.[K+].[K+] (potassium carbonate), [I-].[Na+] (sodium iodide). The solvent is CN(C)C=O (DMF), [Cl-].[Na+].O (brine). Reaction conditions: temperature 57.5 celsius. Product: OC1=C(C(=O)OC)C=CC(=C1)OCCOC (Methyl 2-Hydroxy-4-(2-methoxyethoxy)benzoate). As a reaction SMILES: [OH:1][C:2]1[CH:11]=[C:10]([OH:12])[CH:9]=[CH:8][C:3]=1[C:4]([O:6][CH3:7])=[O:5].Br[CH2:14][CH2:15][O:16][CH3:17].C(=O)([O-])[O-].[K+].[K+].[I-].[Na+]>CN(C=O)C.[Cl-].[Na+].O>[OH:1][C:2]1[CH:11]=[C:10]([O:12][CH2:14][CH2:15][O:16][CH3:17])[CH:9]=[CH:8][C:3]=1[C:4]([O:6][CH3:7])=[O:5] |f:2.3.4,5.6,8.9.10|. Procedure: A mixture of methyl 2,4-dihydroxybenzoate (5.04 g, 30 mmol), 1-bromo-2-methoxyethane (3.1 mL, 33 mmol), potassium carbonate (4.55 g, 33 mmol) and sodium iodide (1 g) in DMF (20 mL) was heated overnight at 55-60° C. before it was poured into brine (300 mL). The resulting mixture was extracted with ethyl acetate; and the ethyl acetate solution was washed with brine, dried (MgSO4) and evaporated to a residue (6.17 g), which was subjected to preparative HPLC over silica gel, eluting with a gradient ...